This data is from the Open Reaction Database (ORD), a public repository of structured organic reaction records. The task is: describe an organic reaction: reactants, conditions, products, and yield Starting materials: O=S(=O)(O)Cl, ClCCl, CCOC(=O)c1cn2c3c(c(-c4ccccc4)c(F)cc3c1=O)OCC2C, O. Yields the product CCOC(=O)c1cn2c3c(c(-c4ccc(S(=O)(=O)Cl)cc4)c(F)cc3c1=O)OCC2C. RXN SMILES: [Cl:28][S:29](=[O:30])(=[O:31])[OH:32].[Cl:34][CH2:35][Cl:36].[F:1][c:2]1[c:3](-[c:22]2[cH:23][cH:24][cH:25][cH:26][cH:27]2)[c:4]2[c:5]3[n:6]([cH:11][c:12]([C:17](=[O:18])[O:19][CH2:20][CH3:21])[c:13](=[O:16])[c:14]3[cH:15]1)[CH:7]([CH3:10])[CH2:8][O:9]2.[OH2:33]>>[F:1][c:2]1[c:3](-[c:22]2[cH:23][cH:24][c:25]([S:29]([Cl:28])(=[O:30])=[O:31])[cH:26][cH:27]2)[c:4]2[c:5]3[n:6]([cH:11][c:12]([C:17](=[O:18])[O:19][CH2:20][CH3:21])[c:13](=[O:16])[c:14]3[cH:15]1)[CH:7]([CH3:10])[CH2:8][O:9]2.